Dataset: the Open Reaction Database (ORD), a public repository of structured organic reaction records. Task: describe an organic reaction: reactants, conditions, products, and yield Starting materials: O1CCOCC1 (1,4-dioxane), C(C)(C)(C)OC(N(CC1C(CNCC1)C1=CC=CC=C1)[C@H](C)C1=CC=CC2=CC=CC=C12)=O (tert-butyl[(1R)-1-(1-naphthyl)ethyl][(3-phenylpiperidin-4-yl)methyl]carbamate), IC=1C=C(C(=O)OCC)C=CC1 (ethyl 3-iodobenzoate), C([O-])([O-])=O.[Cs+].[Cs+] (cesium carbonate), O1CCOCC1 (1,4-dioxane). Reagents/catalysts: C=1C=CC(=CC1)/C=C/C(=O)/C=C/C2=CC=CC=C2.C=1C=CC(=CC1)/C=C/C(=O)/C=C/C2=CC=CC=C2.C=1C=CC(=CC1)/C=C/C(=O)/C=C/C2=CC=CC=C2.[Pd].[Pd] (tris(dibenzylideneacetone)dipalladium(0)), C1(CCCCC1)P(C1=C(C=CC=C1)C1=C(C=CC=C1)N(C)C)C1CCCCC1 (2-(dicyclohexylphosphino)-2′-(dimethylamino)biphenyl). Run in C(C)(=O)OCC (ethyl acetate), C(C)(C)(C)O (t-butanol). Run at temperature 100 celsius, time 8 hour. Yields the product C(C)(C)(C)OC(=O)N([C@H](C)C1=CC=CC2=CC=CC=C12)CC1C(CN(CC1)C=1C=C(C(=O)OCC)C=CC1)C1=CC=CC=C1 (ethyl 3-[4-({(tert-butoxycarbonyl)[(1R)-1-(1-naphthyl)ethyl]amino}methyl)-3-phenylpiperidin-1-yl]benzoate). Yield: 81.0%. Reaction SMILES: O1CCOCC1.[C:7]([O:11][C:12](=[O:39])[N:13]([C@@H:27]([C:29]1[C:38]2[C:33](=[CH:34][CH:35]=[CH:36][CH:37]=2)[CH:32]=[CH:31][CH:30]=1)[CH3:28])[CH2:14][CH:15]1[CH2:20][CH2:19][NH:18][CH2:17][CH:16]1[C:21]1[CH:26]=[CH:25][CH:24]=[CH:23][CH:22]=1)([CH3:10])([CH3:9])[CH3:8].I[C:41]1[CH:42]=[C:43]([CH:49]=[CH:50][CH:51]=1)[C:44]([O:46][CH2:47][CH3:48])=[O:45].C(=O)([O-])[O-].[Cs+].[Cs+]>C1C=CC(/C=C/C(/C=C/C2C=CC=CC=2)=O)=CC=1.C1C=CC(/C=C/C(/C=C/C2C=CC=CC=2)=O)=CC=1.C1C=CC(/C=C/C(/C=C/C2C=CC=CC=2)=O)=CC=1.[Pd].[Pd].C1(P(C2CCCCC2)C2C=CC=CC=2C2C=CC=CC=2N(C)C)CCCCC1.C(OCC)(=O)C.C(O)(C)(C)C>[C:7]([O:11][C:12]([N:13]([CH2:14][CH:15]1[CH2:20][CH2:19][N:18]([C:41]2[CH:42]=[C:43]([CH:49]=[CH:50][CH:51]=2)[C:44]([O:46][CH2:47][CH3:48])=[O:45])[CH2:17][CH:16]1[C:21]1[CH:22]=[CH:23][CH:24]=[CH:25][CH:26]=1)[C@@H:27]([C:29]1[C:38]2[C:33](=[CH:34][CH:35]=[CH:36][CH:37]=2)[CH:32]=[CH:31][CH:30]=1)[CH3:28])=[O:39])([CH3:8])([CH3:9])[CH3:10] |f:3.4.5,6.7.8.9.10|. Reported procedure: To a mixture of 2.3 mg of tris(dibenzylideneacetone)dipalladium(0), 1.9 mg of 2-(dicyclohexylphosphino)-2′-(dimethylamino)biphenyl, and 0.5 mL of 1,4-dioxane were added 100 mg of tert-butyl[(1R)-1-(1-naphthyl)ethyl][(3-phenylpiperidin-4-yl)methyl]carbamate, 83.8 mg of ethyl 3-iodobenzoate, 105 mg of cesium carbonate, 1.0 mL of 1,4-dioxane, and 1.5 mL of t-butanol, followed by stirring at 100° C. overnight. After cooling to room temperature, to the reaction mixture was added ethyl acetate, the in... Starting materials: solid, Cl.Cl.O1C=C(C=C2C1=CC=C2)C2N(CCCC2)CC[C@@H]2CC[C@H](CC2)N (trans-4-[2-(4-benzofuran-3-yl-piperidin-1-yl)-ethyl]-cyclohexylamine dihydrochloride), Cl.Cl.O1C=C(C=C2C1=CC=C2)C2N(CCCC2)CC[C@@H]2CC[C@H](CC2)N (trans-4-[2-(4-benzofuran-3-yl-piperidin-1-yl)-ethyl]-cyclohexylamine dihydrochloride), O=S1(CCN(CC1)C1=CC=C(C(=O)O)C=C1)=O (4-(1,1-dioxo-1λ6-thiomor-pholin-4-yl)-benzoic acid). The product is O1C=C(C=C2C1=CC=C2)C2N(CCCC2)CC[C@@H]2CC[C@H](CC2)NC(C2=CC=C(C=C2)N2CCS(CC2)(=O)=O)=O (trans-N-{4-[2-(4-Benzofuran-3-yl-piperidin-1-yl)-ethyl]-cyclohexyl}-4-(1,1-dioxo-1λ6-thiomorpholin-4-yl)-benzamide). Reaction SMILES: Cl.Cl.[O:3]1[C:8]2=[CH:9][CH:10]=[CH:11][C:7]2=[CH:6][C:5]([CH:12]2[CH2:17][CH2:16][CH2:15][CH2:14][N:13]2[CH2:18][CH2:19][C@H:20]2[CH2:25][CH2:24][C@H:23]([NH2:26])[CH2:22][CH2:21]2)=[CH:4]1.[O:27]=[S:28]1(=[O:43])[CH2:33][CH2:32][N:31]([C:34]2[CH:42]=[CH:41][C:37]([C:38](O)=[O:39])=[CH:36][CH:35]=2)[CH2:30][CH2:29]1>>[O:3]1[C:8]2=[CH:9][CH:10]=[CH:11][C:7]2=[CH:6][C:5]([CH:12]2[CH2:17][CH2:16][CH2:15][CH2:14][N:13]2[CH2:18][CH2:19][C@H:20]2[CH2:21][CH2:22][C@H:23]([NH:26][C:38](=[O:39])[C:37]3[CH:41]=[CH:42][C:34]([N:31]4[CH2:30][CH2:29][S:28](=[O:43])(=[O:27])[CH2:33][CH2:32]4)=[CH:35][CH:36]=3)[CH2:24][CH2:25]2)=[CH:4]1 |f:0.1.2|. Reported procedure: The title compound, light yellow solid (116 mg, 82%), MS (ISP) m/z=564.4 [(M+H)+], mp 269° C., was prepared in accordance with the general method of example 1 from trans-4-[2-(4-benzofuran-3-yl-piperidin-1-yl)-ethyl]-cyclohexylamine dihydrochloride (intermediate A) (100 mg, 0.25 mmol) and 4-(1,1-dioxo-1λ6-thiomor-pholin-4-yl)-benzoic acid. The reactants are BrC=1C=C(C=CC1)NC(C(C)(C)C)=O (N-(3-bromophenyl)-2,2-dimethylpropanamide), B1(OC(C(O1)(C)C)(C)C)B2OC(C(O2)(C)C)(C)C (bis(pinacolato)diboron), C(C)(=O)[O-].[K+] (potassium acetate), Cl.N12C[C@@H](C(CC1)CC2)NC(=O)C=2SC1=C(C2)C=CC=C1Br (N-[(3R)-1-azabicyclo[2.2.2]oct-3-yl]-7-bromo-1-benzothiophene-2-carboxamide hydrochloride), C([O-])([O-])=O.[Na+].[Na+] (sodium carbonate). Reagents/catalysts: C1=CC=C(C=C1)P([C-]2C=CC=C2)C3=CC=CC=C3.C1=CC=C(C=C1)P([C-]2C=CC=C2)C3=CC=CC=C3.Cl[Pd]Cl.[Fe+2] (PdCl2(dppf)), C1=CC=C(C=C1)P([C-]2C=CC=C2)C3=CC=CC=C3.C1=CC=C(C=C1)P([C-]2C=CC=C2)C3=CC=CC=C3.Cl[Pd]Cl.[Fe+2] (PdCl2(dppf)). The solvent is CN(C)C=O (DMF). Yields the product Cl.N12C[C@@H](C(CC1)CC2)NC(=O)C=2SC1=C(C2)C=CC=C1C1=CC(=CC=C1)NC(C(C)(C)C)=O (N-[(3R)-1-Azabicyclo[2.2.2]oct-3-yl]-7-{3-[(2,2-dimethylpropanoyl)amino]phenyl}-1-benzothiophene-2-carboxamide hydrochloride). Reaction SMILES: Br[C:2]1[CH:3]=[C:4]([NH:8][C:9](=[O:14])[C:10]([CH3:13])([CH3:12])[CH3:11])[CH:5]=[CH:6][CH:7]=1.B1(B2OC(C)(C)C(C)(C)O2)OC(C)(C)C(C)(C)O1.C([O-])(=O)C.[K+].[ClH:38].[N:39]12[CH2:46][CH2:45][CH:42]([CH2:43][CH2:44]1)[C@@H:41]([NH:47][C:48]([C:50]1[S:51][C:52]3[C:58](Br)=[CH:57][CH:56]=[CH:55][C:53]=3[CH:54]=1)=[O:49])[CH2:40]2.C(=O)([O-])[O-].[Na+].[Na+]>CN(C=O)C.C1C=CC(P(C2C=CC=CC=2)[C-]2C=CC=C2)=CC=1.C1C=CC(P(C2C=CC=CC=2)[C-]2C=CC=C2)=CC=1.Cl[Pd]Cl.[Fe+2]>[ClH:38].[N:39]12[CH2:44][CH2:43][CH:42]([CH2:45][CH2:46]1)[C@@H:41]([NH:47][C:48]([C:50]1[S:51][C:52]3[C:58]([C:2]4[CH:7]=[CH:6][CH:5]=[C:4]([NH:8][C:9](=[O:14])[C:10]([CH3:13])([CH3:12])[CH3:11])[CH:3]=4)=[CH:57][CH:56]=[CH:55][C:53]=3[CH:54]=1)=[O:49])[CH2:40]2 |f:2.3,4.5,6.7.8,10.11.12.13,14.15|. Reported procedure: 143.5 mg (0.56 mmol) of N-(3-bromophenyl)-2,2-dimethylpropanamide, 142.2 mg (0.56 mmol) of bis(pinacolato)diboron, 119.1 mg (1.21 mmol) of potassium acetate, 13.7 mg (0.02 mmol) of PdCl2(dppf), 150.0 mg (0.37 mmol) of N-[(3R)-1-azabicyclo[2.2.2]oct-3-yl]-7-bromo-1-benzothiophene-2-carboxamide hydrochloride (Example 8A), 0.93 ml of 2 M sodium carbonate solution and a further 13.7 mg (0.02 mmol) of PdCl2(dppf) in 2.0 ml of DMF are reacted by general method D. An initial purification by preparative... The reactants are O=C=O, CC(C)=O, CCO, CO, Cl, CC(C)[Si](OCC1CCn2cc([N+](=O)[O-])nc2O1)(C(C)C)C(C)C, N. Yields the product O=[N+]([O-])c1cn2c(n1)OC(CO)CC2. RXN SMILES: [C:26](=[O:27])=[O:28].[CH3:29][C:30](=[O:31])[CH3:32].[CH3:34][CH2:35][OH:36].[CH3:37][OH:38].[ClH:25].[N+:1](=[O:2])([O-:3])[c:4]1[n:5][c:6]2[n:11]([cH:12]1)[CH2:10][CH2:9][CH:8]([CH2:13][O:14][Si:15]([CH:16]([CH3:17])[CH3:18])([CH:19]([CH3:20])[CH3:21])[CH:22]([CH3:23])[CH3:24])[O:7]2.[NH3:33]>>[N+:1](=[O:2])([O-:3])[c:4]1[n:5][c:6]2[n:11]([cH:12]1)[CH2:10][CH2:9][CH:8]([CH2:13][OH:14])[O:7]2.